From a dataset of the Open Reaction Database (ORD), a public repository of structured organic reaction records. describe an organic reaction: reactants, conditions, products, and yield Reactants: CC(C)(C)OCC(Nc1ncnc2[nH]cnc12)c1nc2ccccc2c(=O)n1-c1ccccc1, ClCCl, O=C(O)C(F)(F)F. Product: O=c1c2ccccc2nc(C(CO)Nc2ncnc3[nH]cnc23)n1-c1ccccc1. Reaction SMILES: [C:8]([CH3:9])([CH3:10])([CH3:11])[O:12][CH2:13][CH:14]([NH:15][c:16]1[c:17]2[n:18][cH:19][nH:20][c:21]2[n:22][cH:23][n:24]1)[c:25]1[n:26][c:27]2[cH:28][cH:29][cH:30][cH:31][c:32]2[c:33](=[O:41])[n:34]1-[c:35]1[cH:36][cH:37][cH:38][cH:39][cH:40]1.[Cl:42][CH2:43][Cl:44].[OH:1][C:2]([C:3]([F:4])([F:5])[F:6])=[O:7]>>[OH:12][CH2:13][CH:14]([NH:15][c:16]1[c:17]2[n:18][cH:19][nH:20][c:21]2[n:22][cH:23][n:24]1)[c:25]1[n:26][c:27]2[cH:28][cH:29][cH:30][cH:31][c:32]2[c:33](=[O:41])[n:34]1-[c:35]1[cH:36][cH:37][cH:38][cH:39][cH:40]1. Reactants: [OH-].[Na+] (NaOH), Cl (hydrochloric acid), COC(C1(OC2=C(C(=C(C(=C2C(C1)=O)C)O)C)C)C)OC (2-(dimethoxymethyl)-6-hydroxy-2,5,7,8-tetramethyl-chroman-4-one), [BH4-].[Na+] (NaBH4), [BH4-].[Na+] (NaBH4). Run in CO (methanol). Reaction conditions: time 6 hour. Yields the product COC(C1(OC2=C(C(=C(C(=C2CC1)C)O)C)C)C)OC (2-(dimethoxymethyl)-6-hydroxy-2,5,7,8-tetramethyl-chroman). The yield is 95.0%. Reaction SMILES: [CH3:1][O:2][CH:3]([O:20][CH3:21])[C:4]1([CH3:19])[CH2:13][C:12](=O)[C:11]2[C:6](=[C:7]([CH3:18])[C:8]([CH3:17])=[C:9]([OH:16])[C:10]=2[CH3:15])[O:5]1.[BH4-].[Na+].[OH-].[Na+].Cl>CO>[CH3:21][O:20][CH:3]([O:2][CH3:1])[C:4]1([CH3:19])[CH2:13][CH2:12][C:11]2[C:6](=[C:7]([CH3:18])[C:8]([CH3:17])=[C:9]([OH:16])[C:10]=2[CH3:15])[O:5]1 |f:1.2,3.4|. Procedure details: 9.4 g (32 mmoles) of the product from Example 2 were reacted with 2.43 g (64 mmoles) of NaBH4 in 100 ml of methanol at 20°-60° C. After 6 hours, a further 2.43 g of NaBH4 were added, after which the reaction mixture was stirred at room temperature for 16 hours. 100 ml of 3N NaOH were then added, and the mixture was neutralized with dilute hydrochloric acid and then extracted with ether, a brown oil being obtained as the crude product in 95% yield. IR: 3,600 (broad) cm-1. Reactants: COC=1C=C2C=C(N(C2=CC1)S(=O)(=O)C1=CC=CC=C1)S(N)(=O)=O (5-methoxy-1-benzenesulfonyl-2-sulfamoylindole). As a reaction SMILES: [CH3:1][O:2][C:3]1[CH:4]=[C:5]2[C:9](=[CH:10][CH:11]=1)[N:8](S(C1C=CC=CC=1)(=O)=O)[C:7]([S:21](=[O:24])(=[O:23])[NH2:22])=[CH:6]2>[OH-].[Na+]>[CH3:1][O:2][C:3]1[CH:4]=[C:5]2[C:9](=[CH:10][CH:11]=1)[NH:8][C:7]([S:21](=[O:24])(=[O:23])[NH2:22])=[CH:6]2 |f:1.2|. Isolated yield 4647.7%. Run at temperature 90 celsius. Yields the product COC=1C=C2C=C(NC2=CC1)S(N)(=O)=O (5-Methoxy-2-sulfamoyl-1H-indole). Procedure details: 5-methoxy-1-benzenesulfonyl-2-sulfamoylindole (22.0 gm, 0.97 mmol) was dissolved in 10% sodium hydroxide (250 ml) and warmed to 90° C. for 1 hour. The cooled reaction mixture was extracted with ethyl acetate (2×150 ml) and neutralized with concentrated hydrochloric acid. The precipitate was collected via filtration and the filtrate was extracted with ethyl acetate (4×200 ml). The precipitate collected earlier was combined with the extracts and the extracts were washed with water (2×100 ml), brin... Solvent: [OH-].[Na+] (sodium hydroxide). Reactants: ice water, BrC1=C(C=C2C(=CNC2=C1)C(=O)OC)F (methyl 6-bromo-5-fluoro-1H-indole-3-carboxylate), BrC1CCCC1 (bromocyclopentane), C(=O)([O-])[O-].[Cs+].[Cs+] (Cs2CO3). Run in CN(C)C=O (DMF). Conditions: temperature 80 celsius, time 8 hour. Product: BrC1=C(C=C2C(=CN(C2=C1)C1CCCC1)C(=O)OC)F (methyl 6-bromo-1-cyclopentyl-5-fluoro-1H-indole-3-carboxylate). Yield: 91.7%. Reaction SMILES: [Br:1][C:2]1[CH:10]=[C:9]2[C:5]([C:6]([C:11]([O:13][CH3:14])=[O:12])=[CH:7][NH:8]2)=[CH:4][C:3]=1[F:15].Br[CH:17]1[CH2:21][CH2:20][CH2:19][CH2:18]1.C([O-])([O-])=O.[Cs+].[Cs+]>CN(C=O)C>[Br:1][C:2]1[CH:10]=[C:9]2[C:5]([C:6]([C:11]([O:13][CH3:14])=[O:12])=[CH:7][N:8]2[CH:17]2[CH2:21][CH2:20][CH2:19][CH2:18]2)=[CH:4][C:3]=1[F:15] |f:2.3.4|. Reported procedure: A mixture of methyl 6-bromo-5-fluoro-1H-indole-3-carboxylate (9.0 g, 33 mmol), bromocyclopentane (5.3 mL, 49.6 mmol) and Cs2CO3 (21.5 g, 66 mmol) in DMF (40 mL) was stirred at 80° C. overnight. The mixture was then poured into ice water, filtered and washed with water. The solid was collected and dried to give methyl 6-bromo-1-cyclopentyl-5-fluoro-1H-indole-3-carboxylate (10.3 g, yield 91%), which was used in the next step without further purification. Starting materials: CCc1nc(C(C)(C)C)cn1-c1ccc(CCNC(=O)Oc2ccccc2)cc1, NS(=O)(=O)c1ccc(Cl)cc1. Product: CCc1nc(C(C)(C)C)cn1-c1ccc(CCNC(=O)NS(=O)(=O)c2ccc(Cl)cc2)cc1. RXN SMILES: [C:1]([CH3:2])([CH3:3])([CH3:4])[c:5]1[n:6][c:7]([CH2:28][CH3:29])[n:8](-[c:10]2[cH:11][cH:12][c:13]([CH2:16][CH2:17][NH:18][C:19]([O:20][c:22]3[cH:23][cH:24][cH:25][cH:26][cH:27]3)=[O:21])[cH:14][cH:15]2)[cH:9]1.[Cl:30][c:31]1[cH:32][cH:33][c:34]([S:37](=[O:38])(=[O:39])[NH2:40])[cH:35][cH:36]1>>[C:1]([CH3:2])([CH3:3])([CH3:4])[c:5]1[n:6][c:7]([CH2:28][CH3:29])[n:8](-[c:10]2[cH:11][cH:12][c:13]([CH2:16][CH2:17][NH:18][C:19](=[O:20])[NH:40][S:37]([c:34]3[cH:33][cH:32][c:31]([Cl:30])[cH:36][cH:35]3)(=[O:38])=[O:39])[cH:14][cH:15]2)[cH:9]1. The reactants are NC(Cc1ccccc1)C(=O)O, O. Product: NC(Cc1ccccc1)C(=O)O. RXN SMILES: [NH2:1][CH:2]([CH2:3][c:4]1[cH:5][cH:6][cH:7][cH:8][cH:9]1)[C:10]([OH:11])=[O:12].[OH2:13]>>[NH2:1][CH:2]([CH2:3][c:4]1[cH:5][cH:6][cH:7][cH:8][cH:9]1)[C:10](=[O:11])[OH:12]. Reported procedure: Following the procedure described in Reference Example 2-5, 4-[[3-methyl-1-(2-pyridinyl)-1H-pyrazol-5-yl]amino]isophthalic acid was prepared from bromoisophthalic acid and 3-methyl-1-(2-pyridinyl)-1H-pyrazol-5-ylamine (99% yield). A solution of the compound (23.0 g, 68.0 mmol) in phosphorus oxychloride (108 g, 704 mmol) was heated under reflux for I hour. The reaction solution was allowed to cool to room temperature, and the solvent was evaporated under reduced pressure. To a stirred mixture of ... The product is CC1=NN(C(=C1)N)C1=NC=CC=C1 (3-methyl-1-(2-pyridinyl)-1H-pyrazol-5-ylamine). As a reaction SMILES: [CH3:1][C:2]1[CH:6]=[C:5]([NH:7]C2C=CC(C(O)=O)=CC=2C(O)=O)[N:4]([C:20]2[CH:25]=[CH:24][CH:23]=[CH:22][N:21]=2)[N:3]=1.BrC1C(C(O)=O)=CC=CC=1C(O)=O>>[CH3:1][C:2]1[CH:6]=[C:5]([NH2:7])[N:4]([C:20]2[CH:25]=[CH:24][CH:23]=[CH:22][N:21]=2)[N:3]=1. The reactants are CC1=NN(C(=C1)NC1=C(C=C(C(=O)O)C=C1)C(=O)O)C1=NC=CC=C1 (4-[[3-methyl-1-(2-pyridinyl)-1H-pyrazol-5-yl]amino]isophthalic acid), BrC1=C(C(=O)O)C=CC=C1C(=O)O (bromoisophthalic acid). Isolated yield 99.0%. Starting materials: C(C)OC(=O)N1C(\C(\C2=CC=C(C=C12)Cl)=C/C1=CC(=CC=C1)Cl)=O (Z-6-chloro-3-(3-chloro-benzylidene)-2-oxo-2,3-dihydro-indole-1-carboxylic acid ethyl ester), ClC1=CC=C(C=C1)C=NC(=C)O[Si](C)(C)C (1-(4-chlorophenyl)-3-trimethylsilyoxy-2-aza-1,3-butadiene). Run in C1(=CC=CC=C1)C (toluene). Yields the product C(C)OC(=O)N1C(C2(C(NC(CC2C2=CC(=CC=C2)Cl)=O)C2=CC=C(C=C2)Cl)C2=CC=C(C=C12)Cl)=O (racemic (2′R,3R,4′S)-6-chloro-2′-(4-chlorophenyl)-4′-(3-chlorophenyl)-2,3-dihydro-2,6′-dioxospiro[indole-3,3′-piperidine]-1-carboxylic acid ethyl ester). The yield is 72.0%. Reaction SMILES: [CH2:1]([O:3][C:4]([N:6]1[C:14]2[C:9](=[CH:10][CH:11]=[C:12]([Cl:15])[CH:13]=2)/[C:8](=[CH:16]/[C:17]2[CH:22]=[CH:21][CH:20]=[C:19]([Cl:23])[CH:18]=2)/[C:7]1=[O:24])=[O:5])[CH3:2].[Cl:25][C:26]1[CH:31]=[CH:30][C:29]([CH:32]=[N:33][C:34]([O:36][Si](C)(C)C)=[CH2:35])=[CH:28][CH:27]=1>C1(C)C=CC=CC=1>[CH2:1]([O:3][C:4]([N:6]1[C:14]2[C:9](=[CH:10][CH:11]=[C:12]([Cl:15])[CH:13]=2)[C:8]2([CH:16]([C:17]3[CH:22]=[CH:21][CH:20]=[C:19]([Cl:23])[CH:18]=3)[CH2:35][C:34](=[O:36])[NH:33][CH:32]2[C:29]2[CH:30]=[CH:31][C:26]([Cl:25])=[CH:27][CH:28]=2)[C:7]1=[O:24])=[O:5])[CH3:2]. Reported procedure: In a manner similar to the method described in example 4c, E/Z-6-chloro-3-(3-chloro-benzylidene)-2-oxo-2,3-dihydro-indole-1-carboxylic acid ethyl ester (0.3 g, 0.83 mmol) prepared in example 4b was reacted with 1-(4-chlorophenyl)-3-trimethylsilyoxy-2-aza-1,3-butadiene prepared in example 7a, in toluene to give racemic (2′R,3R,4′S)-6-chloro-2′-(4-chlorophenyl)-4′-(3-chlorophenyl)-2,3-dihydro-2,6′-dioxospiro[indole-3,3′-piperidine]-1-carboxylic acid ethyl ester as a yellow solid (Yield 0.45 g, 72%... Reactants: BrC1=NC(=CC=C1)Br (2,6-dibromopyridine), COC(C1=CC(=CC=C1)O)=O (3-hydroxybenzoic acid methyl ester), C([O-])([O-])=O.[Cs+].[Cs+] (cesium carbonate). Run in CN(C=O)C (dimethylformamide). Run at temperature 120 celsius, time 3 hour. Product: COC(C1=CC(=CC=C1)OC1=NC(=CC=C1)Br)=O (3-(6-bromo-2-pyridyloxy)-benzoic acid methyl ester). Yield: 96.8%. Reaction SMILES: Br[C:2]1[CH:7]=[CH:6][CH:5]=[C:4]([Br:8])[N:3]=1.[CH3:9][O:10][C:11](=[O:19])[C:12]1[CH:17]=[CH:16][CH:15]=[C:14]([OH:18])[CH:13]=1.C(=O)([O-])[O-].[Cs+].[Cs+]>CN(C)C=O>[CH3:9][O:10][C:11](=[O:19])[C:12]1[CH:17]=[CH:16][CH:15]=[C:14]([O:18][C:2]2[CH:7]=[CH:6][CH:5]=[C:4]([Br:8])[N:3]=2)[CH:13]=1 |f:2.3.4|. Reported procedure: A solution of 2.37 g of 2,6-dibromopyridine and 1.52 g of 3-hydroxybenzoic acid methyl ester in 10 ml of dimethylformamide is mixed with 6.6 g of cesium carbonate and heated to 120° C. with stirring for 3 hours. The reaction mixture is filtered on diatomaceous earth, rewashed with dichloromethane and the filtrate is concentrated by evaporation in a vacuum. The residue is distilled on a bulb tube at 140°-150° C. and 0.04 mbar. 2.98 g of 3-(6-bromo-2-pyridyloxy)-benzoic acid methyl ester of meltin...